This data is from the Open Reaction Database (ORD), a public repository of structured organic reaction records. The task is: describe an organic reaction: reactants, conditions, products, and yield The reactants are CCCCCCCO, O=C1CCC(O)N1. Product: CCCCCCCOC1CCC(=O)N1. As a reaction SMILES: [CH2:8]([CH2:9][CH2:10][CH2:11][CH2:12][CH2:13][CH3:14])[OH:15].[OH:1][CH:2]1[CH2:3][CH2:4][C:5](=[O:7])[NH:6]1>>[O:1]([CH:2]1[CH2:3][CH2:4][C:5](=[O:7])[NH:6]1)[CH2:8][CH2:9][CH2:10][CH2:11][CH2:12][CH2:13][CH3:14]. Starting materials: CN(C)C=O, [Cl-], ClCCCI, [H-], [Na+], [Na+], O, Cc1ccc(O)cn1. The product is Cc1ccc(OCCCCl)cn1. RXN SMILES: [CH3:18][N:19]([CH3:20])[CH:21]=[O:22].[Cl-:16].[Cl:11][CH2:12][CH2:13][CH2:14][I:15].[H-:9].[Na+:10].[Na+:17].[OH2:23].[OH:1][c:2]1[cH:3][cH:4][c:5]([CH3:8])[n:6][cH:7]1>>[O:1]([c:2]1[cH:3][cH:4][c:5]([CH3:8])[n:6][cH:7]1)[CH2:14][CH2:13][CH2:12][Cl:11]. The reactants are Cl (HCl), OC1=CC2=CC=CC=C2C=C1O (2,3-dihydroxynaphthalene), CCOCC (Et2O). Reagents/catalysts: [C-]#N.[Zn+2].[C-]#N (zinc cyanide). Reaction conditions: temperature 60 celsius, time 1 hour. Product: OC1=C(C2=CC=CC=C2C=C1O)C=O (2,3-Dihydroxy-1-naphthaldehyde). As a reaction SMILES: Cl.[OH:2][C:3]1[C:12]([OH:13])=[CH:11][C:10]2[C:5](=[CH:6][CH:7]=[CH:8][CH:9]=2)[CH:4]=1.C[CH2:15][O:16]CC>[C-]#N.[Zn+2].[C-]#N>[OH:2][C:3]1[C:12]([OH:13])=[CH:11][C:10]2[C:5](=[CH:6][CH:7]=[CH:8][CH:9]=2)[C:4]=1[CH:15]=[O:16] |f:3.4.5|. Reported procedure: A stream of HCl gas was passed through a stirred, cooled (0° C.) mixture of 2,3-dihydroxynaphthalene (6 g, 37.4 mmol) and zinc cyanide (6.6 g, 56.1 mmol) in dry Et2O (28 mL) for 20 min. An insoluble yellow oil was generated. Stirring was continued for 1 h at 0° C., then at room temperature for 1 h. The yellow brown oil was separated and washed with Et2O. Water (120 mL) was added and the mixture was heated at 60° C. for 10 min. The yellow solid generated was filtered and washed with water to give... Reactants: NC1=C(C=CC=C1)B(O)O (o-aminophenylboronic acid), C(C)(=O)OC(C)=O (acetic anhydride). The solvent is O1CCOCC1 (dioxane). Reaction conditions: temperature 100 celsius. Product: C(C)(=O)NC1=C(C=CC=C1)B(O)O (o-N-acetylaminophenylboronic acid). The yield is 83.4%. Reaction SMILES: [NH2:1][C:2]1[CH:7]=[CH:6][CH:5]=[CH:4][C:3]=1[B:8]([OH:10])[OH:9].[C:11](OC(=O)C)(=[O:13])[CH3:12]>O1CCOCC1>[C:11]([NH:1][C:2]1[CH:7]=[CH:6][CH:5]=[CH:4][C:3]=1[B:8]([OH:10])[OH:9])(=[O:13])[CH3:12]. Reported procedure: To a solution of o-aminophenylboronic acid (6.73 g, 49.1 mmoles) in dioxane (100 ml) is added acetic anhydride (25.1 g, 246 mmoles). The reaction is heated at 100° C. for 17 hours. After cooling, the reaction volatiles are removed under reduced pressure to leave a thick yellow gel, which after chromatography affords o-N-acetylaminophenylboronic acid (7.33 g). Reactants: ClC1=CC(=C(/C=C/C(=O)OC)C=C1)NS(=O)(=O)C1=CC=CC=C1 (methyl trans-4-chloro-2-(phenylsulfonylamino)cinnamate), COC(CC1=C(NC2=CC=C(C=C12)Cl)C(=O)C=1NC=CN1)=O (Methyl[5-chloro-2-(imidazole-2-carbonyl)-1H-indol-3-yl]acetate). The product is COC(CC1=C(NC2=CC(=CC=C12)Cl)C(=O)C=1NC=CN1)=O (Methyl[6-chloro-2-(imidazole-2-carbonyl)-1H-indol-3-yl]acetate). Reaction SMILES: [Cl:1][C:2]1[CH:13]=[CH:12][C:5](/[CH:6]=[CH:7]/[C:8]([O:10][CH3:11])=[O:9])=[C:4]([NH:14]S(C2C=CC=CC=2)(=O)=O)[CH:3]=1.COC(=O)CC1C2C(=CC=C(Cl)C=2)N[C:29]=1[C:38]([C:40]1[NH:41][CH:42]=[CH:43][N:44]=1)=[O:39]>>[CH3:11][O:10][C:8](=[O:9])[CH2:7][C:6]1[C:5]2[C:4](=[CH:3][C:2]([Cl:1])=[CH:13][CH:12]=2)[NH:14][C:29]=1[C:38]([C:40]1[NH:41][CH:42]=[CH:43][N:44]=1)=[O:39]. Procedure: The title compound was prepared according to the procedure described in Example 57 from methyl trans-4-chloro-2-(phenylsulfonylamino)cinnamate (Step 1 of Example 8, Method A) and 2-chloroacetyl-1-[2-(trimethylsilyl)ethoxymethyl]imidazole (Preparation is described in step 1 of Example 245). Starting materials: BrC1=CC2=C(C(NCC2)=O)S1 (2-bromo-5,6-dihydro-4H-thieno[2,3-c]pyridin-7-one), FC1=CC=C(C=C1)B(O)O (4-fluorophenylboronic acid), C([O-])([O-])=O.[Na+].[Na+] (sodium carbonate). Reagents/catalysts: [Pd].C1(=CC=CC=C1)P(C1=CC=CC=C1)C1=CC=CC=C1.C1(=CC=CC=C1)P(C1=CC=CC=C1)C1=CC=CC=C1.C1(=CC=CC=C1)P(C1=CC=CC=C1)C1=CC=CC=C1.C1(=CC=CC=C1)P(C1=CC=CC=C1)C1=CC=CC=C1 (tetrakis(triphenylphosphine) palladium(0)). Run in CN(C=O)C (N,N-dimethylformamide), CO (methanol), O (water), O (water). Product: FC1=CC=C(C=C1)C1=CC2=C(C(NCC2)=O)S1 (2-(4-Fluoro-phenyl)-5,6-dihydro-4H-thieno[2,3-c]pyridine-7-one). Isolated yield 75.2%. Reaction SMILES: Br[C:2]1[S:11][C:5]2[C:6](=[O:10])[NH:7][CH2:8][CH2:9][C:4]=2[CH:3]=1.[F:12][C:13]1[CH:18]=[CH:17][C:16](B(O)O)=[CH:15][CH:14]=1.C(=O)([O-])[O-].[Na+].[Na+]>CN(C)C=O.CO.O.[Pd].C1(P(C2C=CC=CC=2)C2C=CC=CC=2)C=CC=CC=1.C1(P(C2C=CC=CC=2)C2C=CC=CC=2)C=CC=CC=1.C1(P(C2C=CC=CC=2)C2C=CC=CC=2)C=CC=CC=1.C1(P(C2C=CC=CC=2)C2C=CC=CC=2)C=CC=CC=1>[F:12][C:13]1[CH:18]=[CH:17][C:16]([C:2]2[S:11][C:5]3[C:6](=[O:10])[NH:7][CH2:8][CH2:9][C:4]=3[CH:3]=2)=[CH:15][CH:14]=1 |f:2.3.4,8.9.10.11.12|. Reported procedure: Add tetrakis(triphenylphosphine) palladium(0) (0.075 g, 0.065 mmol) to a degassed solution of 2-bromo-5,6-dihydro-4H-thieno[2,3-c]pyridin-7-one (0.5 g, 2.15 mmol), 4-fluorophenylboronic acid (0.30 g, 2.15 mmol), and sodium carbonate (0.46 g, 4.30 mmol) in N,N-dimethylformamide (21 mL), methanol (5 mL) and water (1 mL). Heat the reaction at 90° C. for 16 h. Allow the reaction to cool to RT and pour into water (75 mL). Filter the resulting solid and dry in vacuo at 80° C. to give 0.40 g (75%) of t... Starting materials: CN(C)C=O, CC(C)=O, CC(C)O, O=[Cr](=O)([O-])O[Cr](=O)(=O)[O-], O=[Cr](=O)(O)O, O, C=CCOP(=O)(OCC=C)OCc1c(CO)cccc1OC, O=S(=O)(O)O, c1cc[nH+]cc1, c1cc[nH+]cc1. Yields the product C=CCOP(=O)(OCC=C)OCc1c(OC)cccc1C(=O)O. Reaction SMILES: [CH3:54][N:55]([CH3:56])[CH:57]=[O:58].[CH3:59][C:60](=[O:61])[CH3:62].[CH3:64][CH:65]([OH:66])[CH3:67].[Cr:23](=[O:24])([O:25][Cr:26]([O-:27])(=[O:28])=[O:29])([O-:30])=[O:31].[Cr:44]([OH:45])([OH:46])(=[O:47])=[O:48].[OH2:63].[P:1](=[O:2])([O:3][CH2:4][CH:5]=[CH2:6])([O:7][CH2:8][CH:9]=[CH2:10])[O:11][CH2:12][c:13]1[c:14]([CH2:21][OH:22])[cH:15][cH:16][cH:17][c:18]1[O:19][CH3:20].[S:49](=[O:50])(=[O:51])([OH:52])[OH:53].[nH+:32]1[cH:33][cH:34][cH:35][cH:36][cH:37]1.[nH+:38]1[cH:39][cH:40][cH:41][cH:42][cH:43]1>>[P:1](=[O:2])([O:3][CH2:4][CH:5]=[CH2:6])([O:7][CH2:8][CH:9]=[CH2:10])[O:11][CH2:12][c:13]1[c:14]([C:21](=[O:22])[OH:24])[cH:15][cH:16][cH:17][c:18]1[O:19][CH3:20].